describe an organic reaction: reactants, conditions, products, and yield From a dataset of the Open Reaction Database (ORD), a public repository of structured organic reaction records. The reactants are COC(=O)c1ccc(CBr)cc1OC, CC(C)(C)OC(=O)N1CC2CC1CN2. Reaction SMILES: [CH3:15][O:16][c:17]1[c:18]([C:19](=[O:20])[O:21][CH3:22])[cH:23][cH:24][c:25]([CH2:27][Br:28])[cH:26]1.[CH:1]12[N:2]([C:8]([O:9][C:10]([CH3:11])([CH3:12])[CH3:13])=[O:14])[CH2:3][CH:4]([NH:5][CH2:6]1)[CH2:7]2>>[CH:1]12[N:2]([CH2:8][c:25]3[cH:24][cH:23][c:18]([C:19](=[O:20])[O:21][CH3:22])[c:17]([O:16][CH3:15])[cH:26]3)[CH2:3][CH:4]([NH:5][CH2:6]1)[CH2:7]2. Product: COC(=O)c1ccc(CN2CC3CC2CN3)cc1OC.